From a dataset of the Open Reaction Database (ORD), a public repository of structured organic reaction records. describe an organic reaction: reactants, conditions, products, and yield The solvent is C(C)(=O)O (acetic acid). The product is CN1C(C(C=2C=C3C(=CC12)NC(=N3)CCC3=CC=CC=C3)(C)C)=O (5,7,7-Trimethyl-2-phenethyl-5,7-dihydro-3H-imidazo[4,5-f]indol-6-one). The reactants are C1(=CC=CC=C1)CCC(=O)NC=1C=C2C(C(N(C2=CC1[N+](=O)[O-])C)=O)(C)C (3-phenyl-N-(1,3,3-trimethyl-6-nitro-2-oxo-2,3-dihydro-1H-indol-5-yl)-propionamide). Isolated yield 69.4%. The reagents and catalysts are [Fe] (iron). Reaction SMILES: [C:1]1([CH2:7][CH2:8][C:9]([NH:11][C:12]2[CH:13]=[C:14]3[C:18](=[CH:19][C:20]=2[N+:21]([O-])=O)[N:17]([CH3:24])[C:16](=[O:25])[C:15]3([CH3:27])[CH3:26])=O)[CH:6]=[CH:5][CH:4]=[CH:3][CH:2]=1>C(O)(=O)C.[Fe]>[CH3:24][N:17]1[C:18]2[CH:19]=[C:20]3[NH:21][C:9]([CH2:8][CH2:7][C:1]4[CH:6]=[CH:5][CH:4]=[CH:3][CH:2]=4)=[N:11][C:12]3=[CH:13][C:14]=2[C:15]([CH3:27])([CH3:26])[C:16]1=[O:25]. Procedure: To a solution of 3-phenyl-N-(1,3,3-trimethyl-6-nitro-2-oxo-2,3-dihydro-1H-indol-5-yl)-propionamide (125 mg; 248 μmol) in acetic acid (3 ml) is added iron powder (403 mg; 7 mmol). The mixture is heated and irradiated in a microwave apparatus (150° C.; 900 s). After re-cooling the mixture is filtered and evaporated. The residue is taken-up in water (40 ml) and saturated K2CO3 solution (10 ml) and extracted with CH2Cl2 (4×50 ml). The combined organic layer is dried over MgSO4 and concentrated in va... Yields the product Cl.Cl.Cl.Cl.C(C#C)N(CC1=CC(=NC=C1)C1=CC(=C(C(=C1)OC)OC)OC)C1CCN(CC1)CC1=CC(=NC=C1)C1=CC(=C(C(=C1)OC)OC)OC (4-[N-propargyl-N-[[2-(3,4,5-trimethoxyphenyl)pyridin-4-yl]methyl]amino]-1-[[2-(3,4,5-trimethoxyphenyl)pyridin-4-yl]methyl]piperidine tetrahydrochloride). Starting materials: C(C#C)NC1CCN(CC1)CC1=CC(=NC=C1)C1=CC(=C(C(=C1)OC)OC)OC (4-Propargylamino-1-[[2-(3,4,5-trimethoxyphenyl)pyridin-4-yl]methyl]piperidine), ClCC1=CC(=NC=C1)C1=CC(=C(C(=C1)OC)OC)OC (4-chloromethyl-2-(3,4,5-trimethoxyphenyl)pyridine). RXN SMILES: [CH2:1]([NH:4][CH:5]1[CH2:10][CH2:9][N:8]([CH2:11][C:12]2[CH:17]=[CH:16][N:15]=[C:14]([C:18]3[CH:23]=[C:22]([O:24][CH3:25])[C:21]([O:26][CH3:27])=[C:20]([O:28][CH3:29])[CH:19]=3)[CH:13]=2)[CH2:7][CH2:6]1)[C:2]#[CH:3].[Cl:30][CH2:31][C:32]1[CH:37]=[CH:36][N:35]=[C:34]([C:38]2[CH:43]=[C:42]([O:44][CH3:45])[C:41]([O:46][CH3:47])=[C:40]([O:48][CH3:49])[CH:39]=2)[CH:33]=1>>[ClH:30].[ClH:30].[ClH:30].[ClH:30].[CH2:1]([N:4]([CH:5]1[CH2:6][CH2:7][N:8]([CH2:11][C:12]2[CH:17]=[CH:16][N:15]=[C:14]([C:18]3[CH:19]=[C:20]([O:28][CH3:29])[C:21]([O:26][CH3:27])=[C:22]([O:24][CH3:25])[CH:23]=3)[CH:13]=2)[CH2:9][CH2:10]1)[CH2:31][C:32]1[CH:37]=[CH:36][N:35]=[C:34]([C:38]2[CH:43]=[C:42]([O:44][CH3:45])[C:41]([O:46][CH3:47])=[C:40]([O:48][CH3:49])[CH:39]=2)[CH:33]=1)[C:2]#[CH:3] |f:2.3.4.5.6|. Procedure: 4-Propargylamino-1-[[2-(3,4,5-trimethoxyphenyl)pyridin-4-yl]methyl]piperidine (227 mg) and 4-chloromethyl-2-(3,4,5-trimethoxyphenyl)pyridine (226 mg) were condensed in the same manner as described in Example 9. The title compound was obtained as yellow powder after converting a free base to a tetrahydrochloride. The reactants are C(=O)NC1=C(C=CC(=C1)C)N1CCC2=CC=CC=C12 (1-(2-Formamido-4-methylphenyl)indoline). The solvent is P(=O)(Cl)(Cl)Cl (phosphorous oxychloride). Product: CC1=CC2=C(N3C4=C(C=N2)C=CC=C4CC3)C=C1 (9-methyl-1,2-dihydrobenzo[b]pyrrolo[3,2,1-jk][1,4]benzodiazepine). The yield is 88.7%. As a reaction SMILES: [CH:1]([NH:3][C:4]1[CH:9]=[C:8]([CH3:10])[CH:7]=[CH:6][C:5]=1[N:11]1[C:19]2[C:14](=[CH:15][CH:16]=[CH:17][CH:18]=2)[CH2:13][CH2:12]1)=O>P(Cl)(Cl)(Cl)=O>[CH3:10][C:8]1[CH:7]=[CH:6][C:5]2[N:11]3[CH2:12][CH2:13][C:14]4[C:19]3=[C:18]([CH:17]=[CH:16][CH:15]=4)[CH:1]=[N:3][C:4]=2[CH:9]=1. Reported procedure: 1-(2-Formamido-4-methylphenyl)indoline (34 gm) in phosphorous oxychloride (220 ml) was heated at 100° C. (steam bath) for 2.5 hours, during which the product precipitated. The mixture was cooled to room temperature and ether (400 ml) was added and the excess phosphorous oxychloride was removed by filtration. The solids were washed with ether (3×400 ml) and thereafter dissolved in a mixed solvent of 10% triethylamine/dichloromethane (1.2 L). The organic solution was washed with 10% sodium hydroxi... The reactants are O=[Ag-], [Al], Fc1ncc(CBr)cc1Br, CCCC[N+](CCCC)(CCCC)CCCC, COc1ccc(CO)cc1, CC#N, [I-]. The product is COc1ccc(COCc2cnc(F)c(Br)c2)cc1. Reaction SMILES: [Ag-:43]=[O:44].[Al:21].[Br:1][c:2]1[c:3]([F:10])[n:4][cH:5][c:6]([CH2:8][Br:9])[cH:7]1.[CH2:26]([N+:27]([CH2:28][CH2:29][CH2:30][CH3:31])([CH2:32][CH2:33][CH2:34][CH3:35])[CH2:36][CH2:37][CH2:38][CH3:39])[CH2:40][CH2:41][CH3:42].[CH3:11][O:12][c:13]1[cH:14][cH:15][c:16]([CH2:17][OH:18])[cH:19][cH:20]1.[CH3:22][C:23]#[N:24].[I-:25]>>[Br:1][c:2]1[c:3]([F:10])[n:4][cH:5][c:6]([CH2:8][O:18][CH2:17][c:16]2[cH:15][cH:14][c:13]([O:12][CH3:11])[cH:20][cH:19]2)[cH:7]1.